Dataset: the Open Reaction Database (ORD), a public repository of structured organic reaction records. Task: describe an organic reaction: reactants, conditions, products, and yield The reactants are CO, [Li+], C1CCOC1, [OH-], O, COC(=O)c1ccc(-c2ncco2)cc1. Yields the product O=C(O)c1ccc(-c2ncco2)cc1. As a reaction SMILES: [CH3:19][OH:20].[Li+:16].[O:21]1[CH2:22][CH2:23][CH2:24][CH2:25]1.[OH-:17].[OH2:18].[o:1]1[c:2](-[c:6]2[cH:7][cH:8][c:9]([C:10](=[O:11])[O:12][CH3:13])[cH:14][cH:15]2)[n:3][cH:4][cH:5]1>>[o:1]1[c:2](-[c:6]2[cH:7][cH:8][c:9]([C:10](=[O:11])[OH:12])[cH:14][cH:15]2)[n:3][cH:4][cH:5]1. The reactants are CC(=O)[O-], CC(=O)[O-], C=C(OCC)[Sn](CCCC)(CCCC)CCCC, C1COCCO1, Cc1nc(N)cc(-c2cc(Cl)cnc2F)n1, [Cs+], [F-], CN(C)C=O, [Pd+2]. Yields the product C=C(OCC)c1cnc(F)c(-c2cc(N)nc(C)n2)c1. RXN SMILES: [C:48]([O-:49])(=[O:50])[CH3:51].[C:53]([O-:54])(=[O:55])[CH3:56].[CH2:19]([Sn:20]([CH2:21][CH2:22][CH2:23][CH3:29])([C:24](=[CH2:25])[O:26][CH2:27][CH3:28])[CH2:30][CH2:31][CH2:32][CH3:33])[CH2:34][CH2:35][CH3:36].[CH2:37]1[O:38][CH2:39][CH2:40][O:41][CH2:42]1.[Cl:1][c:2]1[cH:3][c:4](-[c:9]2[cH:10][c:11]([NH2:16])[n:12][c:13]([CH3:15])[n:14]2)[c:5]([F:8])[n:6][cH:7]1.[Cs+:18].[F-:17].[O:43]=[CH:44][N:45]([CH3:46])[CH3:47].[Pd+2:52]>>[c:2]1([C:24](=[CH2:25])[O:26][CH2:27][CH3:28])[cH:3][c:4](-[c:9]2[cH:10][c:11]([NH2:16])[n:12][c:13]([CH3:15])[n:14]2)[c:5]([F:8])[n:6][cH:7]1. Starting materials: COC(=O)c1ccc(CBr)s1, CCO, CS(=O)[O-], [Na+]. Yields the product COC(=O)c1ccc(CS(C)(=O)=O)s1. Reaction SMILES: [Br:6][CH2:7][c:8]1[cH:9][cH:10][c:11]([C:13](=[O:14])[O:15][CH3:16])[s:12]1.[CH3:17][CH2:18][OH:19].[CH3:1][S:2](=[O:3])[O-:4].[Na+:5]>>[CH3:1][S:2](=[O:3])(=[O:4])[CH2:7][c:8]1[cH:9][cH:10][c:11]([C:13](=[O:14])[O:15][CH3:16])[s:12]1. The reactants are C1CNCCN1, CS(C)=O, O=C(O)c1cn2c3c(c(Cl)ccc3c1=O)CCC2, Cl, [Na+], [OH-]. Product: O=C(O)c1cn2c3c(c(N4CCNCC4)ccc3c1=O)CCC2. As a reaction SMILES: [CH2:19]1[CH2:20][NH:21][CH2:22][CH2:23][NH:24]1.[CH3:25][S:26](=[O:27])[CH3:28].[Cl:1][c:2]1[cH:3][cH:4][c:5]2[c:6](=[O:18])[c:7]([C:15](=[O:16])[OH:17])[cH:8][n:9]3[c:14]2[c:13]1[CH2:12][CH2:11][CH2:10]3.[ClH:29].[Na+:31].[OH-:30]>>[c:2]1([N:21]2[CH2:20][CH2:19][NH:24][CH2:23][CH2:22]2)[cH:3][cH:4][c:5]2[c:6](=[O:18])[c:7]([C:15](=[O:16])[OH:17])[cH:8][n:9]3[c:14]2[c:13]1[CH2:12][CH2:11][CH2:10]3. Reactants: COC1=C(C=CC=C1)C1=CC=C(C=C1)C(=O)N1CCC2=C(C3=C1C=CC=C3)NC(=N2)C (6-[(2'-Methoxy-4-biphenylyl)carbonyl]-2-methyl-1,4,5,6-tetrahydroimidazo[4,5-d][1]benzazepine), Cl.C(C)(=O)OCC (hydrochloric acid ethyl acetate). Run in C(C)O (ethyl alcohol). Yields the product Cl.COC1=C(C=CC=C1)C1=CC=C(C=C1)C(=O)N1CCC2=C(C3=C1C=CC=C3)NC(=N2)C (6-[(2'-methoxy-4-biphenylyl)carbonyl]-2-methyl-1,4,5,6-tetrahydroimidazo[4,5-d][1]benzazepine hydrochloride). As a reaction SMILES: [CH3:1][O:2][C:3]1[CH:8]=[CH:7][CH:6]=[CH:5][C:4]=1[C:9]1[CH:14]=[CH:13][C:12]([C:15]([N:17]2[C:23]3[CH:24]=[CH:25][CH:26]=[CH:27][C:22]=3[C:21]3[NH:28][C:29]([CH3:31])=[N:30][C:20]=3[CH2:19][CH2:18]2)=[O:16])=[CH:11][CH:10]=1.[ClH:32].C(OCC)(=O)C>C(O)C>[ClH:32].[CH3:1][O:2][C:3]1[CH:8]=[CH:7][CH:6]=[CH:5][C:4]=1[C:9]1[CH:10]=[CH:11][C:12]([C:15]([N:17]2[C:23]3[CH:24]=[CH:25][CH:26]=[CH:27][C:22]=3[C:21]3[NH:28][C:29]([CH3:31])=[N:30][C:20]=3[CH2:19][CH2:18]2)=[O:16])=[CH:13][CH:14]=1 |f:1.2,4.5|. Procedure: 6-[(2'-Methoxy-4-biphenylyl)carbonyl]-2-methyl-1,4,5,6-tetrahydroimidazo[4,5-d][1]benzazepine was dissolved in 4.8 ml of ethyl alcohol, the solution was mixed with 0.44 ml of 4N hydrochloric acid-ethyl acetate and cooled on an ice bath to effect crystal formation, and then the thus formed crystals were collected by filtration and washed with a small volume of ethyl alcohol to obtain 260 mg of 6-[(2'-methoxy-4-biphenylyl)carbonyl]-2-methyl-1,4,5,6-tetrahydroimidazo[4,5-d][1]benzazepine hydrochlor... Starting materials: COC(=O)CBr, Nc1ccc(Oc2ccccc2)cc1OCc1ccccc1, [K+], [K+], O=C([O-])[O-], CN(C)C=O, O. Product: COC(=O)CNc1ccc(Oc2ccccc2)cc1OCc1ccccc1. Reaction SMILES: [Br:29][CH2:30][C:31](=[O:32])[O:33][CH3:34].[CH2:1]([c:2]1[cH:3][cH:4][cH:5][cH:6][cH:7]1)[O:8][c:9]1[c:10]([NH2:22])[cH:11][cH:12][c:13]([O:15][c:16]2[cH:17][cH:18][cH:19][cH:20][cH:21]2)[cH:14]1.[K+:23].[K+:24].[O-:25][C:26]([O-:27])=[O:28].[O:36]=[CH:37][N:38]([CH3:39])[CH3:40].[OH2:35]>>[CH2:1]([c:2]1[cH:3][cH:4][cH:5][cH:6][cH:7]1)[O:8][c:9]1[c:10]([NH:22][CH2:30][C:31](=[O:32])[O:33][CH3:34])[cH:11][cH:12][c:13]([O:15][c:16]2[cH:17][cH:18][cH:19][cH:20][cH:21]2)[cH:14]1. Reactants: BrC=1C=CC=2NC3=CC=C(C=C3C2C1)Br (3,6-dibromo-9H-carbazole), FC1=CC=CC2=CC=CC=C12 (1-fluoronaphthalene), C([O-])([O-])=O.[Cs+].[Cs+] (cesium carbonate). Run in CS(=O)C (dimethylsulfoxide). Reaction conditions: temperature 145 celsius, time 36 hour. Product: BrC=1C=CC=2N(C3=CC=C(C=C3C2C1)Br)C1=CC=CC2=CC=CC=C12 (3,6-dibromo-9-naphthalene-1-yl-carbazole). RXN SMILES: [Br:1][C:2]1[CH:3]=[CH:4][C:5]2[NH:6][C:7]3[C:12]([C:13]=2[CH:14]=1)=[CH:11][C:10]([Br:15])=[CH:9][CH:8]=3.F[C:17]1[C:26]2[C:21](=[CH:22][CH:23]=[CH:24][CH:25]=2)[CH:20]=[CH:19][CH:18]=1.C(=O)([O-])[O-].[Cs+].[Cs+]>CS(C)=O>[Br:15][C:10]1[CH:9]=[CH:8][C:7]2[N:6]([C:25]3[C:26]4[C:21](=[CH:20][CH:19]=[CH:18][CH:17]=4)[CH:22]=[CH:23][CH:24]=3)[C:5]3[C:13]([C:12]=2[CH:11]=1)=[CH:14][C:2]([Br:1])=[CH:3][CH:4]=3 |f:2.3.4|. Procedure details: Into a flask, 10.00 g of 3,6-dibromo-9H-carbazole, 4.1 ml of 1-fluoronaphthalene, 12.06 g of cesium carbonate, and 300 ml of dimethylsulfoxide were put, and the solution was stirred at 145° C. for 36 hours under nitrogen atmosphere. After heating, the reaction liquid was cooled to room temperature and then filtrated, and the filtrates were concentrated by a vacuum pump. The concentrates were purified by silica gel column chromatography, and then washed by methanol, and thus 5.5 g of 3,6-dibromo-... As a reaction SMILES: [B:23]([F:24])([F:25])[F:26].[C:19]([CH3:20])(=[O:21])[OH:22].[OH2:27].[OH:1][c:2]1[cH:3][c:4]([CH3:18])[c:5]2[c:10]([c:11]1[CH2:12][CH2:13][CH3:14])[O:9][C:8]([CH3:15])([CH3:16])[CH2:7][CH:6]2[CH3:17]>>[OH:1][c:2]1[c:3]([C:19]([CH3:20])=[O:21])[c:4]([CH3:18])[c:5]2[c:10]([c:11]1[CH2:12][CH2:13][CH3:14])[O:9][C:8]([CH3:15])([CH3:16])[CH2:7][CH:6]2[CH3:17]. Product: CCCc1c(O)c(C(C)=O)c(C)c2c1OC(C)(C)CC2C. The reactants are FB(F)F, CC(=O)O, O, CCCc1c(O)cc(C)c2c1OC(C)(C)CC2C. Reactants: C1(=CC=CC=C1)N1CCNCC1 (1-Phenyl-piperazine), BrCC#N (bromoacetonitrile). Product: C1(=CC=CC=C1)N1CCN(CC1)CC#N ((4-Phenyl-piperazin-1-yl)-acetonitrile). Reaction SMILES: [C:1]1([N:7]2[CH2:12][CH2:11][NH:10][CH2:9][CH2:8]2)[CH:6]=[CH:5][CH:4]=[CH:3][CH:2]=1.Br[CH2:14][C:15]#[N:16]>>[C:1]1([N:7]2[CH2:12][CH2:11][N:10]([CH2:14][C:15]#[N:16])[CH2:9][CH2:8]2)[CH:6]=[CH:5][CH:4]=[CH:3][CH:2]=1. Procedure details: The title compound is synthesized by coupling of 1-Phenyl-piperazine and bromoacetonitrile analogously to the preparation of Intermediate 149.2 as a white solid; ES-MS: M+=202.2: AtRet=1.95. Reactants: C1C2COC=3C=CC=C(C3C21)OC2=CC=C(C=N2)NC(=O)[C@](CC)(C)NC(OC(C)(C)C)=O (tert-butyl N-[(1R)-1-[[6-(1,1a,2,7b-tetrahydrocyclopropa[c]chromen-7-yloxy)-3-pyridyl]carbamoyl]-1-methyl-propyl]carbamate), C1C2COC=3C=CC=C(C3C21)OC2=CC=C(C=N2)NC(=O)[C@](CC)(C)NC(OC(C)(C)C)=O (tert-butyl N-[(1R)-1-[[6-(1,1a,2,7b-tetrahydrocyclopropa[c]chromen-7-yloxy)-3-pyridyl]carbamoyl]-1-methyl-propyl]carbamate), C(=O)(C(F)(F)F)O (TFA). The solvent is ClCCl (Dichloromethane). Conditions: temperature 0 celsius, time 2 hour. Yields the product C1C2COC=3C=CC=C(C3C21)OC2=CC=C(C=N2)NC([C@](CC)(C)N)=O ((2R)—N-[6-(1,1a,2,7b-tetrahydrocyclopropa[c]chromen-7-yloxy)-3-pyridyl]-2-amino-2-methyl-butanamide). The yield is 94.0%. RXN SMILES: [CH2:1]1[CH:11]2[CH:2]1[CH2:3][O:4][C:5]1[CH:6]=[CH:7][CH:8]=[C:9]([O:12][C:13]3[N:18]=[CH:17][C:16]([NH:19][C:20]([C@@:22]([NH:26]C(=O)OC(C)(C)C)([CH3:25])[CH2:23][CH3:24])=[O:21])=[CH:15][CH:14]=3)[C:10]=12.C(O)(C(F)(F)F)=O>ClCCl>[CH2:1]1[CH:11]2[CH:2]1[CH2:3][O:4][C:5]1[CH:6]=[CH:7][CH:8]=[C:9]([O:12][C:13]3[N:18]=[CH:17][C:16]([NH:19][C:20](=[O:21])[C@@:22]([NH2:26])([CH3:25])[CH2:23][CH3:24])=[CH:15][CH:14]=3)[C:10]=12. Reported procedure: In a 50 mL round-bottomed flask tert-butyl N-[(1R)-1-[[6-(1,1a,2,7b-tetrahydrocyclopropa[c]chromen-7-yloxy)-3-pyridyl]carbamoyl]-1-methyl-propyl]carbamate (Intermediate 227, 74 mg, 0.139 mmol) was dissolved in Dichloromethane (3 mL) to give a pale yellow solution. The reaction mixture was cooled at 0° C. and TFA (2 mL, 26.0 mmol) was added. The reaction mixture was stirred at 0° C. for 2 hours. The reaction mixture was evaporated in vacuo to give the crude product as a yellow oil. The sample was...